From a dataset of the Open Reaction Database (ORD), a public repository of structured organic reaction records. describe an organic reaction: reactants, conditions, products, and yield The reactants are O=C(O)c1coc(Br)c1, CN(C)C=O, Cl, O, Cc1cccc(S)c1. Yields the product Cc1cccc(Sc2cc(C(=O)O)co2)c1. As a reaction SMILES: [Br:14][c:15]1[cH:16][c:17]([C:20](=[O:21])[OH:22])[cH:18][o:19]1.[CH3:9][N:10]([CH3:11])[CH:12]=[O:13].[ClH:23].[OH2:24].[c:1]1([CH3:8])[cH:2][c:3]([SH:7])[cH:4][cH:5][cH:6]1>>[c:1]1([CH3:8])[cH:2][c:3]([S:7][c:15]2[cH:16][c:17]([C:20](=[O:21])[OH:22])[cH:18][o:19]2)[cH:4][cH:5][cH:6]1. The reactants are NC1=C(C(=NO1)C)Br (5-amino-4-bromo-3-methylisoxazole), FC(C1=CC=C(C=C1)S(=O)(=O)Cl)(F)F (4-trifluoromethylbenzenesulfonyl chloride). Yields the product FC(C1=CC=C(C=C1)S(=O)(=O)NC1=C(C(=NO1)C)Br)(F)F (4-Trifluoromethyl-N-(4-bromo-3-methyl-5-isoxazolyl)benzenesulfonamide). Yield: 72.0%. As a reaction SMILES: [NH2:1][C:2]1[O:6][N:5]=[C:4]([CH3:7])[C:3]=1[Br:8].[F:9][C:10]([F:22])([F:21])[C:11]1[CH:16]=[CH:15][C:14]([S:17](Cl)(=[O:19])=[O:18])=[CH:13][CH:12]=1>>[F:22][C:10]([F:9])([F:21])[C:11]1[CH:12]=[CH:13][C:14]([S:17]([NH:1][C:2]2[O:6][N:5]=[C:4]([CH3:7])[C:3]=2[Br:8])(=[O:19])=[O:18])=[CH:15][CH:16]=1. Reported procedure: 4-Trifluoromethyl-N-(4-bromo-3-methyl-5-isoxazolyl)benzenesulfonamide was prepared from 5-amino-4-bromo-3-methylisoxazole and 4-trifluoromethylbenzenesulfonyl chloride according to the procedures described in Example 30. The crude product was purified by recrystallization from ethyl acetate/hexanes to give a crystalline solid, m.p. 155-158° C., yield 72%. Reactants: O=C([O-])[O-], ClCc1ccccc1, CCOC(=O)C(C)Cc1cc(F)c(O)c(F)c1, [K+], [K+], CN(C)C=O, O. The product is CCOC(=O)C(C)Cc1cc(F)c(OCc2ccccc2)c(F)c1. As a reaction SMILES: [C:18](=[O:19])([O-:20])[O-:21].[Cl:24][CH2:25][c:26]1[cH:27][cH:28][cH:29][cH:30][cH:31]1.[F:1][c:2]1[cH:3][c:4]([CH2:10][CH:11]([C:12](=[O:13])[O:14][CH2:15][CH3:16])[CH3:17])[cH:5][c:6]([F:9])[c:7]1[OH:8].[K+:22].[K+:23].[O:32]=[CH:33][N:34]([CH3:35])[CH3:36].[OH2:37]>>[F:1][c:2]1[cH:3][c:4]([CH2:10][CH:11]([C:12](=[O:13])[O:14][CH2:15][CH3:16])[CH3:17])[cH:5][c:6]([F:9])[c:7]1[O:8][CH2:25][c:26]1[cH:27][cH:28][cH:29][cH:30][cH:31]1.